Dataset: the Open Reaction Database (ORD), a public repository of structured organic reaction records. Task: describe an organic reaction: reactants, conditions, products, and yield Reactants: NS(=O)(=O)c1ccc(Br)cc1, CO, CCOC=NCCSCc1csc(NC=NN)n1. Yields the product NN=CNc1nc(CSCCN=CNS(=O)(=O)c2ccc(Br)cc2)cs1. As a reaction SMILES: [Br:19][c:20]1[cH:21][cH:22][c:23]([S:26](=[O:27])(=[O:28])[NH2:29])[cH:24][cH:25]1.[CH3:30][OH:31].[NH2:1][N:2]=[CH:3][NH:4][c:5]1[s:6][cH:7][c:8]([CH2:10][S:11][CH2:12][CH2:13][N:14]=[CH:15][O:16][CH2:17][CH3:18])[n:9]1>>[NH2:1][N:2]=[CH:3][NH:4][c:5]1[s:6][cH:7][c:8]([CH2:10][S:11][CH2:12][CH2:13][N:14]=[CH:15][NH:29][S:26]([c:23]2[cH:22][cH:21][c:20]([Br:19])[cH:25][cH:24]2)(=[O:27])=[O:28])[n:9]1. Starting materials: CSC1=CC=C(C=C1)O (4-(methylthio) phenol), BrC(C)O (bromoethanol), C([O-])([O-])=O.[K+].[K+] (potassium carbonate). The solvent is CN(C=O)C (dimethylformamide). Conditions: temperature 100 celsius, time 3 hour. The product is CC=1C=C(SC1)OC(C)O ((4-methylthiophenoxy) ethanol). The yield is 74.9%. Reaction SMILES: C[S:2][C:3]1[CH:8]=[CH:7][C:6]([OH:9])=CC=1.Br[CH:11]([OH:13])[CH3:12].[C:14](=O)([O-])[O-].[K+].[K+]>CN(C)C=O>[CH3:14][C:8]1[CH:7]=[C:6]([O:9][CH:11]([OH:13])[CH3:12])[S:2][CH:3]=1 |f:2.3.4|. Reported procedure: Under a nitrogen atmosphere, 4-(methylthio) phenol (4.2 g) and bromoethanol (5.6 g) were dissolved in dimethylformamide solution (60 ml), potassium carbonate (12.4 g) was added, and the mixture was heating under stirring at 100° C. After 3 hours, the mixture was cooled to room temperature, then the organic layer was separated by adding diethyl ether and water thereto. The resulting organic layer was washed with water and brine, and dried over anhydrous magnesium sulfate. After filtering off the ... Starting materials: C(C)C1NC(NC1C(=O)O)=O (4-ethyl-2-oxoimidazolidine-5-carboxylic acid), FC1=CC=CC=C1 (fluorobenzene). The solvent is O (water). Reaction conditions: temperature 100 celsius. The product is C(C)C1C(NC(N1)=O)C(C1=CC=C(C=C1)F)=O (5-Ethyl-4-(4-fluorobenzoyl)-2-imidazolidinone). Reaction SMILES: [CH2:1]([CH:3]1[CH:7]([C:8]([OH:10])=O)[NH:6][C:5](=[O:11])[NH:4]1)[CH3:2].[F:12][C:13]1[CH:18]=[CH:17][CH:16]=[CH:15][CH:14]=1>O>[CH2:1]([CH:3]1[NH:4][C:5](=[O:11])[NH:6][CH:7]1[C:8](=[O:10])[C:16]1[CH:17]=[CH:18][C:13]([F:12])=[CH:14][CH:15]=1)[CH3:2]. Reported procedure: In 100 g PPA are suspended 15.8 g 4-ethyl-2-oxoimidazolidine-5-carboxylic acid and 10 g fluorobenzene. The mixture is heated to 100° C. for 10 hours with rapid stirring and poured into water. The product separates and is collected. Reactants: C(C)(=O)O (acetic acid), COC(C1=CC(=C(C=C1)N(CC(C)=O)C=O)OC)=O (4-(formyl-(2-oxopropyl)amino)-3-methoxybenzoic acid methyl ester), C(C)(=O)[O-].[NH4+] (ammonium acetate). The solvent is C(C)(=O)OCC (Ethyl acetate). Reaction conditions: temperature 140 celsius, time 1 hour. Product: COC(C1=CC(=C(C=C1)N1C=NC(=C1)C)OC)=O (3-methoxy-4-(4-methyl-1H-imidazol-1-yl)benzoic acid methyl ester). The yield is 62.4%. As a reaction SMILES: C(O)(=O)C.[CH3:5][O:6][C:7](=[O:23])[C:8]1[CH:13]=[CH:12][C:11]([N:14]([CH:19]=O)[CH2:15][C:16](=O)[CH3:17])=[C:10]([O:21][CH3:22])[CH:9]=1.C([O-])(=O)C.[NH4+:28]>C(OCC)(=O)C>[CH3:5][O:6][C:7](=[O:23])[C:8]1[CH:13]=[CH:12][C:11]([N:14]2[CH:15]=[C:16]([CH3:17])[N:28]=[CH:19]2)=[C:10]([O:21][CH3:22])[CH:9]=1 |f:2.3|. Procedure details: An acetic acid (255 mL) solution of 4-(formyl-(2-oxopropyl)amino)-3-methoxybenzoic acid methyl ester (118 g) and ammonium acetate (172 g) was heated under stirring at 140° C. for 1 hour. The reaction solution was neutralized with an ammoniac solution under ice-cooling after the reaction completed. Ethyl acetate was added to the reaction solution, and the organic layer was partitioned. The obtained organic layer was filtered with a silica gel pad after dried over anhydrous magnesium sulfate, and ... Starting materials: FB(F)F, Fc1ccccc1Br, c1ccc(COCC2CC3CON=C3CO2)cc1, CCOCC, C1CCOC1, [Li]CCCC, Cc1ccccc1, [Cl-], [NH4+]. Product: Fc1ccccc1C12COC(COCc3ccccc3)CC1CON2. Reaction SMILES: [B:37]([F:38])([F:39])[F:40].[Br:1][c:2]1[c:3]([F:8])[cH:4][cH:5][cH:6][cH:7]1.[CH2:14]([c:15]1[cH:16][cH:17][cH:18][cH:19][cH:20]1)[O:21][CH2:22][CH:23]1[CH2:24][CH:25]2[C:26](=[N:27][O:28][CH2:29]2)[CH2:30][O:31]1.[CH2:32]([O:33][CH2:34][CH3:35])[CH3:36].[CH2:50]1[O:51][CH2:52][CH2:53][CH2:54]1.[CH2:9]([Li:10])[CH2:11][CH2:12][CH3:13].[CH3:43][c:44]1[cH:45][cH:46][cH:47][cH:48][cH:49]1.[Cl-:41].[NH4+:42]>>[c:2]1([C:26]23[CH:25]([CH2:24][CH:23]([CH2:22][O:21][CH2:14][c:15]4[cH:16][cH:17][cH:18][cH:19][cH:20]4)[O:31][CH2:30]2)[CH2:29][O:28][NH:27]3)[c:3]([F:8])[cH:4][cH:5][cH:6][cH:7]1. The reactants are CC(C)(C)OC(=O)n1c(=O)[nH]c2cc(C#N)ccc21, CCC(Br)C(=O)OC(C)(C)C, CCOC(C)=O, CN(C)C=O. Product: CCC(C(=O)OC(C)(C)C)n1c(=O)n(C(=O)OC(C)(C)C)c2ccc(C#N)cc21. As a reaction SMILES: [C:1]([CH3:2])([CH3:3])([CH3:4])[O:5][C:6](=[O:7])[n:8]1[c:9](=[O:19])[nH:10][c:11]2[c:12]1[cH:13][cH:14][c:15]([C:17]#[N:18])[cH:16]2.[C:20]([CH3:21])([CH3:22])([CH3:23])[O:24][C:25]([CH:26]([CH2:27][CH3:28])[Br:29])=[O:30].[CH3:36][CH2:37][O:38][C:39](=[O:40])[CH3:41].[O:31]=[CH:32][N:33]([CH3:34])[CH3:35]>>[C:1]([CH3:2])([CH3:3])([CH3:4])[O:5][C:6](=[O:7])[n:8]1[c:9](=[O:19])[n:10]([CH:26]([C:25]([O:24][C:20]([CH3:21])([CH3:22])[CH3:23])=[O:30])[CH2:27][CH3:28])[c:11]2[c:12]1[cH:13][cH:14][c:15]([C:17]#[N:18])[cH:16]2.